This data is from the Open Reaction Database (ORD), a public repository of structured organic reaction records. The task is: describe an organic reaction: reactants, conditions, products, and yield Reactants: CC(=O)O, CSc1ccc(C(=O)c2cc(C(=O)CCl)cn2C)cc1. Yields the product Cn1cc(C(=O)CCl)cc1C(=O)c1ccc(S(C)=O)cc1. RXN SMILES: [C:21]([OH:22])(=[O:23])[CH3:24].[Cl:1][CH2:2][C:3](=[O:4])[c:5]1[cH:6][n:7]([CH3:20])[c:8]([C:10]([c:11]2[cH:12][cH:13][c:14]([S:17][CH3:18])[cH:15][cH:16]2)=[O:19])[cH:9]1>>[Cl:1][CH2:2][C:3](=[O:4])[c:5]1[cH:6][n:7]([CH3:20])[c:8]([C:10]([c:11]2[cH:12][cH:13][c:14]([S:17]([CH3:18])=[O:23])[cH:15][cH:16]2)=[O:19])[cH:9]1. Reactants: C(CC)C=1C=C(C(=O)OC)C=CC1OS(=O)(=O)C(F)(F)F (methyl 3-propyl-4-(trifluoromethanesulfonyloxy)benzoate), C(=C)[Sn](CCCC)(CCCC)CCCC (vinyltributyltin). The reagents and catalysts are Cl[Pd]([P](C1=CC=CC=C1)(C2=CC=CC=C2)C3=CC=CC=C3)([P](C4=CC=CC=C4)(C5=CC=CC=C5)C6=CC=CC=C6)Cl (bis(triphenylphosphine)palladium(II) chloride). Solvent: CN(C)C=O (DMF). Reaction conditions: temperature 60 celsius, time 6 hour. Yields the product C(CC)C=1C=C(C(=O)OC)C=CC1C=C (methyl 3-propyl-4-vinylbenzoate). Isolated yield 62.9%. RXN SMILES: [CH2:1]([C:4]1[CH:5]=[C:6]([CH:11]=[CH:12][C:13]=1OS(C(F)(F)F)(=O)=O)[C:7]([O:9][CH3:10])=[O:8])[CH2:2][CH3:3].[CH:22]([Sn](CCCC)(CCCC)CCCC)=[CH2:23]>CN(C=O)C.Cl[Pd](Cl)([P](C1C=CC=CC=1)(C1C=CC=CC=1)C1C=CC=CC=1)[P](C1C=CC=CC=1)(C1C=CC=CC=1)C1C=CC=CC=1>[CH2:1]([C:4]1[CH:5]=[C:6]([CH:11]=[CH:12][C:13]=1[CH:22]=[CH2:23])[C:7]([O:9][CH3:10])=[O:8])[CH2:2][CH3:3] |^1:44,63|. Reported procedure: To a solution of 8.053 g (24.7 mmol) of the product of Step A and 8.136 g (25.7 mmol) of vinyltributyltin in 50 mL of anhydrous DMF was added 0.520 g (0.74 mmol) of bis(triphenylphosphine)palladium(II) chloride, the mixture was freed of air by alternate vacuum and nitrogen flush cycles, and the reaction mixture was magnetically stirred at 60° C. for 6 hours. The reaction mixture was then cooled to room temperature, partitioned between EtOAc and saturated brine, and extracted. The organic layer w... Starting materials: CC(C)(C)OC(=O)NCc1ccc(-c2cccc(Nc3ncnc(Cl)n3)c2)cc1, CC(=O)O, CS(C)=O, N#C[K], C1CN2CCN1CC2, O. The product is CC(C)(C)OC(=O)NCc1ccc(-c2cccc(Nc3ncnc(C#N)n3)c2)cc1. Reaction SMILES: [C:1]([CH3:2])([CH3:3])([CH3:4])[O:5][C:6]([NH:7][CH2:8][c:9]1[cH:10][cH:11][c:12](-[c:15]2[cH:16][c:17]([NH:21][c:22]3[n:23][cH:24][n:25][c:26]([Cl:28])[n:27]3)[cH:18][cH:19][cH:20]2)[cH:13][cH:14]1)=[O:29].[C:41]([OH:42])(=[O:43])[CH3:44].[CH3:46][S:47]([CH3:48])=[O:49].[K:30][C:31]#[N:32].[N:33]12[CH2:34][CH2:35][N:36]([CH2:37][CH2:38]1)[CH2:39][CH2:40]2.[OH2:45]>>[C:1]([CH3:2])([CH3:3])([CH3:4])[O:5][C:6]([NH:7][CH2:8][c:9]1[cH:10][cH:11][c:12](-[c:15]2[cH:16][c:17]([NH:21][c:22]3[n:23][cH:24][n:25][c:26]([C:31]#[N:32])[n:27]3)[cH:18][cH:19][cH:20]2)[cH:13][cH:14]1)=[O:29]. Reactants: C([O-])([O-])=O.[Na+].[Na+] (sodium carbonate), FC(OC1=CC=C(C=C1)B(O)O)(F)F (4-(trifluoromethoxy)benzene boronic acid), Cl.BrC1=CC=NC=C1 (4-bromopyridine hydrochloride), C(OC)COC (dimethoxyethane). Reagents/catalysts: C1(=CC=CC=C1)P(C1=CC=CC=C1)CCCC[Pd-](Cl)Cl (diphenylphosphinobutylpalladium (II) dichloride). Solvent: O (water). The product is FC(OC1=CC=C(C=C1)C1=CC=NC=C1)(F)F (4-[4-(Trifluoromethoxy)phenyl]pyridine). RXN SMILES: [F:1][C:2]([F:14])([F:13])[O:3][C:4]1[CH:9]=[CH:8][C:7](B(O)O)=[CH:6][CH:5]=1.Cl.Br[C:17]1[CH:22]=[CH:21][N:20]=[CH:19][CH:18]=1.C(COC)OC.C(=O)([O-])[O-].[Na+].[Na+]>O.C1(P(CCCC[Pd-](Cl)Cl)C2C=CC=CC=2)C=CC=CC=1>[F:1][C:2]([F:14])([F:13])[O:3][C:4]1[CH:9]=[CH:8][C:7]([C:17]2[CH:22]=[CH:21][N:20]=[CH:19][CH:18]=2)=[CH:6][CH:5]=1 |f:1.2,4.5.6|. Procedure: A mixture of 4-(trifluoromethoxy)benzene boronic acid (2 g, 9.7 mmol), 4-bromopyridine hydrochloride (2.83 g, 14.5 mmol), diphenylphosphinobutylpalladium (II) dichloride (100 mg), dimethoxyethane (50 ml) and a 2M sodium carbonate solution (30 ml) were stirred at 85° C. for 2 hours. The solution was allowed to cool to ambient temperature diluted with water (100 ml), and extracted with ethyl acetate (2×100 ml). The combined organic layers were dried over sodium sulphate. Removal of the solvents in... Procedure: After adding 3 ml of 4N hydrogen chloride/ethyl acetate to 188 mg of 2-[1-(3-tert-butoxy-2-pyrazinylmethyl)piperidin-4-yl]-3-(2-fluorophenyl)propionitrile while cooling on ice, the mixture was stirred 1 hour. A 2N sodium hydroxide solution was added to the reaction solution for neutralization, and extraction was performed with ethyl acetate. The organic layer was washed with saturated brine and dried over anhydrous magnesium sulfate, and then the solvent was distilled off under reduced pressure.... Yield: 79.9%. Conditions: time 1 hour. Run in C(C)(=O)OCC (ethyl acetate). Product: FC1=C(C=CC=C1)CC(C#N)C1CCN(CC1)CC1=NC=CNC1=O (3-(2-Fluorophenyl)-2-[1-(3-oxo-3,4-dihydro-2-pyrazinylmethyl)piperidin-4-yl]propionitrile). Reaction SMILES: Cl.C(OCC)(=O)C.C([O:12][C:13]1[C:14]([CH2:19][N:20]2[CH2:25][CH2:24][CH:23]([CH:26]([CH2:29][C:30]3[CH:35]=[CH:34][CH:33]=[CH:32][C:31]=3[F:36])[C:27]#[N:28])[CH2:22][CH2:21]2)=[N:15][CH:16]=[CH:17][N:18]=1)(C)(C)C.[OH-].[Na+]>C(OCC)(=O)C>[F:36][C:31]1[CH:32]=[CH:33][CH:34]=[CH:35][C:30]=1[CH2:29][CH:26]([CH:23]1[CH2:22][CH2:21][N:20]([CH2:19][C:14]2[C:13](=[O:12])[NH:18][CH:17]=[CH:16][N:15]=2)[CH2:25][CH2:24]1)[C:27]#[N:28] |f:0.1,3.4|. Reactants: Cl.C(C)(=O)OCC (hydrogen chloride ethyl acetate), C(C)(C)(C)OC=1C(=NC=CN1)CN1CCC(CC1)C(C#N)CC1=C(C=CC=C1)F (2-[1-(3-tert-butoxy-2-pyrazinylmethyl)piperidin-4-yl]-3-(2-fluorophenyl)propionitrile), [OH-].[Na+] (sodium hydroxide). Starting materials: [OH-].[Na+] (sodium hydroxide), C12C(C3CC(CC(C1)C3)C2)NC(=O)C=2C=NN(C2C(C)(C)C)C2=CC=C(C(=O)OC)C=C2 (methyl 4-[4-(2-adamantylcarbamoyl)-5-tert-butyl-pyrazol-1-yl]benzoate), C12C(C3CC(CC(C1)C3)C2)NC(=O)C=2C=NN(C2C(C)(C)C)C2=CC=C(C(=O)OC)C=C2 (methyl 4-[4-(2-adamantylcarbamoyl)-5-tert-butyl-pyrazol-1-yl]benzoate). Solvent: CO (methanol). Conditions: temperature 70 celsius, time 1 hour. Yields the product C12C(C3CC(CC(C1)C3)C2)NC(=O)C=2C=NN(C2C(C)(C)C)C2=CC=C(C(=O)O)C=C2 (4-[4-(2-adamantylcarbamoyl)-5-tert-butyl-pyrazol-1-yl]benzoic acid). Isolated yield 89.3%. Reaction SMILES: [OH-].[Na+].[CH:3]12[CH2:12][CH:7]3[CH2:8][CH:9]([CH2:11][CH:5]([CH2:6]3)[CH:4]1[NH:13][C:14]([C:16]1[CH:17]=[N:18][N:19]([C:25]3[CH:34]=[CH:33][C:28]([C:29]([O:31]C)=[O:30])=[CH:27][CH:26]=3)[C:20]=1[C:21]([CH3:24])([CH3:23])[CH3:22])=[O:15])[CH2:10]2>CO>[CH:3]12[CH2:10][CH:9]3[CH2:8][CH:7]([CH2:6][CH:5]([CH2:11]3)[CH:4]1[NH:13][C:14]([C:16]1[CH:17]=[N:18][N:19]([C:25]3[CH:34]=[CH:33][C:28]([C:29]([OH:31])=[O:30])=[CH:27][CH:26]=3)[C:20]=1[C:21]([CH3:23])([CH3:24])[CH3:22])=[O:15])[CH2:12]2 |f:0.1|. Reported procedure: 2M aqueous sodium hydroxide solution (51.7 mL, 103.32 mmol) was added to methyl 4-[4-(2-adamantylcarbamoyl)-5-tert-butyl-pyrazol-1-yl]benzoate (Intermediate #1) (4.5 g, 10.33 mmol) in methanol (100 mL). The mixture was stirred at 70° C. for 1 hour and then cooled to ambient temperature, concentrated under reduced pressure and diluted with water (100 mL). The reaction mixture was adjusted to pH 3 with 2M HCl. The reaction mixture was extracted with EtOAc (500 mL) and washed sequentially with wate...